Dataset: the Open Reaction Database (ORD), a public repository of structured organic reaction records. Task: describe an organic reaction: reactants, conditions, products, and yield Starting materials: O=C(NC1CCC(O)CC1)OCc1ccccc1, CCOCC, ClCCl, O=[Cr](=O)([O-])Cl, c1cc[nH+]cc1. The product is O=C1CCC(NC(=O)OCc2ccccc2)CC1. As a reaction SMILES: [CH2:15]([c:16]1[cH:17][cH:18][cH:19][cH:20][cH:21]1)[O:22][C:23](=[O:24])[NH:25][CH:26]1[CH2:27][CH2:28][CH:29]([OH:32])[CH2:30][CH2:31]1.[CH3:33][CH2:34][O:35][CH2:36][CH3:37].[Cl:1][CH2:2][Cl:3].[O:4]=[Cr:5]([Cl:6])([O-:7])=[O:8].[nH+:9]1[cH:10][cH:11][cH:12][cH:13][cH:14]1>>[CH2:15]([c:16]1[cH:17][cH:18][cH:19][cH:20][cH:21]1)[O:22][C:23](=[O:24])[NH:25][CH:26]1[CH2:27][CH2:28][C:29](=[O:32])[CH2:30][CH2:31]1.